describe an organic reaction: reactants, conditions, products, and yield From a dataset of the Open Reaction Database (ORD), a public repository of structured organic reaction records. Reactants: BrB(Br)Br, ClCCl, COc1ccc(C)c(-n2cccc2)c1. The product is Cc1ccc(O)cc1-n1cccc1. RXN SMILES: [B:15]([Br:16])([Br:17])[Br:18].[CH2:19]([Cl:20])[Cl:21].[CH3:1][c:2]1[c:3](-[n:10]2[cH:11][cH:12][cH:13][cH:14]2)[cH:4][c:5]([O:8][CH3:9])[cH:6][cH:7]1>>[CH3:1][c:2]1[c:3](-[n:10]2[cH:11][cH:12][cH:13][cH:14]2)[cH:4][c:5]([OH:8])[cH:6][cH:7]1. Reactants: CC(Nc1nccc(-c2cc(F)c(N(C)C)cc2Cl)c1[N+](=O)[O-])C1CC1, O, Cl[Sn]Cl. Yields the product CC(Nc1nccc(-c2cc(F)c(N(C)C)cc2Cl)c1N)C1CC1. RXN SMILES: [Cl:1][c:2]1[c:3](-[c:12]2[c:13]([N+:24]([O-:25])=[O:26])[c:14]([NH:18][CH:19]([CH3:20])[CH:21]3[CH2:22][CH2:23]3)[n:15][cH:16][cH:17]2)[cH:4][c:5]([F:11])[c:6]([N:8]([CH3:9])[CH3:10])[cH:7]1.[OH2:30].[Sn:27]([Cl:28])[Cl:29]>>[Cl:1][c:2]1[c:3](-[c:12]2[c:13]([NH2:24])[c:14]([NH:18][CH:19]([CH3:20])[CH:21]3[CH2:22][CH2:23]3)[n:15][cH:16][cH:17]2)[cH:4][c:5]([F:11])[c:6]([N:8]([CH3:9])[CH3:10])[cH:7]1. Starting materials: ClC=1C(=C(C(=C(C1OC)CCCCC1=CC=CC=C1)O)C(C)=O)C (1-(3-Chloro-6-hydroxy-4-methoxy-2-methyl-5-(4-phenylbutyl)phenyl)ethanone), N1=C(C=CC=C1)CCOS(=O)(=O)C(F)(F)F (2-(pyridin-2-yl)ethyltrifluoromethanesulphonate). Yields the product ClC=1C(=C(C(=C(C1OC)CCCCC1=CC=CC=C1)OCCC1=NC=CC=C1)C(C)=O)C (1-(3-Chloro-4-methoxy-2-methyl-5-(4-phenylbutyl)-6-(2-(pyridine-2-yl)ethoxy)phenyl)ethanone). Yield: 60.0%. As a reaction SMILES: [Cl:1][C:2]1[C:3]([CH3:24])=[C:4]([C:21](=[O:23])[CH3:22])[C:5]([OH:20])=[C:6]([CH2:10][CH2:11][CH2:12][CH2:13][C:14]2[CH:19]=[CH:18][CH:17]=[CH:16][CH:15]=2)[C:7]=1[O:8][CH3:9].[N:25]1[CH:30]=[CH:29][CH:28]=[CH:27][C:26]=1[CH2:31][CH2:32]OS(C(F)(F)F)(=O)=O>>[Cl:1][C:2]1[C:3]([CH3:24])=[C:4]([C:21](=[O:23])[CH3:22])[C:5]([O:20][CH2:32][CH2:31][C:26]2[CH:27]=[CH:28][CH:29]=[CH:30][N:25]=2)=[C:6]([CH2:10][CH2:11][CH2:12][CH2:13][C:14]2[CH:15]=[CH:16][CH:17]=[CH:18][CH:19]=2)[C:7]=1[O:8][CH3:9]. Reported procedure: Example 26a (47 mg, 0.136 mmol) was reacted with 2-(pyridin-2-yl)ethyltrifluoromethanesulphonate (0.3 mL) according to General Procedure F to give the title compound (38 mg, 60%). 1H NMR (300 MHz, CDCl3) δ 8.54 (dd, 1H), 7.57 (t, 1H), 7.28-7.08 (m, 7H), 4.09 (t, J=6.3 Hz, 2H), 3.75 (s, 3H), 3.11 (t, J=6.3 Hz, 2H), 2.54 (t, J=6.9 Hz, 2H), 2.44 (t, J=6.9 Hz, 2H), 2.35 (s, 3H), 2.18 (s, 3H), 1.56-1.43 (m, 4H). Starting materials: O (water), FC1=C(C(=CC(=C1)F)CC(C1=CC=C(C=C1)CC(C)(C)C)=O)[N+](=O)[O-] (2,4-Difluoro-6-[4-(2,2-dimethylpropyl)benzoylmethyl]-1-nitrobenzene), C(C)[SiH](CC)CC (triethylsilane), C(C)[SiH](CC)CC (triethylsilane). Solvent: FC(C(=O)O)(F)F (trifluoroacetic acid). Reaction conditions: time 8 hour. Yields the product FC1=C(C(=CC(=C1)F)CCC1=CC=C(C=C1)CC(C)(C)C)[N+](=O)[O-] (2,4-Difluoro-6-{2-[4-(2,2-dimethylpropyl)phenyl]ethyl}-1-nitrobenzene). The yield is 103.3%. RXN SMILES: [F:1][C:2]1[CH:7]=[C:6]([F:8])[CH:5]=[C:4]([CH2:9][C:10](=O)[C:11]2[CH:16]=[CH:15][C:14]([CH2:17][C:18]([CH3:21])([CH3:20])[CH3:19])=[CH:13][CH:12]=2)[C:3]=1[N+:23]([O-:25])=[O:24].C([SiH](CC)CC)C.O>FC(F)(F)C(O)=O>[F:1][C:2]1[CH:7]=[C:6]([F:8])[CH:5]=[C:4]([CH2:9][CH2:10][C:11]2[CH:16]=[CH:15][C:14]([CH2:17][C:18]([CH3:19])([CH3:20])[CH3:21])=[CH:13][CH:12]=2)[C:3]=1[N+:23]([O-:25])=[O:24]. Procedure details: A solution of the product from step (b) (11.1 g) in trifluoroacetic acid (16 ml) was stirred at room temperature and triethylsilane (12.5 ml) added. The mixture was stirred overnight at room temperature, followed by 3 hours at 50° C. during which further portions of triethylsilane (3 ml each) were added after 1.5 hours and 2.5 hours, then poured into water (250 ml). The latter was extracted with ether (x2) and the combined extracts washed with water (x2), dried over MgSO4, and evaporated under r... The reactants are O(Cl)Cl (oxychloride), C1(CC1)CN1C(=O)N(C=2N=C(NC2C1=O)[N+](=O)[O-])CC1CC1 (1,3-Di-cyclopropylmethyl-8-nitro xanthine), O (water). Solvent: CN(C=O)C (dimethylformamide). Run at time 1 hour. The product is C1(CC1)CN1C(=O)N(C=2N=C(NC2C1=O)Cl)CC1CC1 (1,3-Di-cyclopropylmethyl-8-chloro Xanthine). Reaction SMILES: [CH:1]1([CH2:4][N:5]2[C:14](=[O:15])[C:13]3[NH:12][C:11]([N+]([O-])=O)=[N:10][C:9]=3[N:8]([CH2:19][CH:20]3[CH2:22][CH2:21]3)[C:6]2=[O:7])[CH2:3][CH2:2]1.O(Cl)[Cl:24].O>CN(C)C=O>[CH:1]1([CH2:4][N:5]2[C:14](=[O:15])[C:13]3[NH:12][C:11]([Cl:24])=[N:10][C:9]=3[N:8]([CH2:19][CH:20]3[CH2:22][CH2:21]3)[C:6]2=[O:7])[CH2:3][CH2:2]1. Procedure: 1,3-Di-cyclopropylmethyl-8-nitro xanthine (6 g, 0,023 mol) was dissolved in dimethylformamide (20 ml) and reacted with phosporous oxychloride (14 g) for 1 hour at 120° C. The mixture was then treated with water and stirred for 1 hour at room temperature. The precipitate was filtered off, dissolved in ethyl acetate, dried over anhydrous sodium sulphate and the solvent was removed in vacuo, yield 2.5 g (40%), m.pt. 220° C. The reactants are NC1=C(C=CC(=N1)Br)[N+](=O)[O-] (6-amino-2-bromo-5-nitropyridine), FC1=C(C=CC=C1)B(O)O (2-fluorophenylboronic acid), C([O-])([O-])=O.[Na+].[Na+] (sodium carbonate), tetrakistriphenylphosphine palladium(0). Solvent: C(OC)COC (dimethoxyethane). Conditions: temperature 105 celsius, time 16 hour. The product is NC1=NC(=CC=C1N)C1=C(C=CC=C1)F (2,3-diamino-6-(2-fluorophenyl)pyridine). Yield: 100.0%. RXN SMILES: [NH2:1][C:2]1[N:7]=[C:6](Br)[CH:5]=[CH:4][C:3]=1[N+:9]([O-])=O.[F:12][C:13]1[CH:18]=[CH:17][CH:16]=[CH:15][C:14]=1B(O)O.C(=O)([O-])[O-].[Na+].[Na+]>C(COC)OC>[NH2:1][C:2]1[C:3]([NH2:9])=[CH:4][CH:5]=[C:6]([C:14]2[CH:15]=[CH:16][CH:17]=[CH:18][C:13]=2[F:12])[N:7]=1 |f:2.3.4|. Procedure details: To a solution of 6-amino-2-bromo-5-nitropyridine (2.0 g, 9.2 mmol) and 2-fluorophenylboronic acid (2.57 g, 18 mmol) in dimethoxyethane (60 mL) were added 2M aqueous sodium carbonate solution (18 mL) and tetrakistriphenylphosphine palladium(0) (106 mg, 0.092 mmol). The mixture was stirred at 105° C. for 16 hours under a nitrogen atmosphere. After the reaction mixture was cooled to room temperature, it was extracted with ethyl acetate. The organic layer was washed with saturated brine, dried over ... The reactants are CCN(C(C)C)C(C)C (DIEA), C1(CCCCC1)N1C(=NC2=C1C=CC(=C2)C(=O)O)C2=NC=CC=C2 (1-Cyclohexyl-2-pyridin-2-yl-1H-benzoimidazole-5-carboxylic acid), COC=1C=C(CCN)C=CC1OC (3,4-dimethoxyphenethylamine), CN(C)C(=[N+](C)C)ON1C2=C(C=CC=C2)N=N1.[B-](F)(F)(F)F (TBTU), [OH-].[Na+] (NaOH). Solvent: CN(C)C=O (DMF). Run at time 1 hour. Yields the product COC=1C=C(C=CC1OC)CCNC(=O)C1=CC2=C(N(C(=N2)C2=NC=CC=C2)C2CCCCC2)C=C1 (1-Cyclohexyl-2-pyridin-2-yl-1H-benzoimidazole-5-carboxylic acid [2-(3,4-dimethoxyphenyl)ethyl]amide). Isolated yield 60.0%. As a reaction SMILES: [CH:1]1([N:7]2[C:11]3[CH:12]=[CH:13][C:14]([C:16]([OH:18])=O)=[CH:15][C:10]=3[N:9]=[C:8]2[C:19]2[CH:24]=[CH:23][CH:22]=[CH:21][N:20]=2)[CH2:6][CH2:5][CH2:4][CH2:3][CH2:2]1.[CH3:25][O:26][C:27]1[CH:28]=[C:29]([CH:33]=[CH:34][C:35]=1[O:36][CH3:37])[CH2:30][CH2:31][NH2:32].CN(C(ON1N=NC2C=CC=CC1=2)=[N+](C)C)C.[B-](F)(F)(F)F.CCN(C(C)C)C(C)C.[OH-].[Na+]>CN(C=O)C>[CH3:25][O:26][C:27]1[CH:28]=[C:29]([CH2:30][CH2:31][NH:32][C:16]([C:14]2[CH:13]=[CH:12][C:11]3[N:7]([CH:1]4[CH2:2][CH2:3][CH2:4][CH2:5][CH2:6]4)[C:8]([C:19]4[CH:24]=[CH:23][CH:22]=[CH:21][N:20]=4)=[N:9][C:10]=3[CH:15]=2)=[O:18])[CH:33]=[CH:34][C:35]=1[O:36][CH3:37] |f:2.3,5.6|. Procedure details: 1-Cyclohexyl-2-pyridin-2-yl-1H-benzoimidazole-5-carboxylic acid (0.060 g, 0.19 mmol), 3,4-dimethoxyphenethylamine (35 μL, 0.21 mmol) and TBTU (0.090 g, 0.28 mmol) were dissolved in DMF (1 mL), and DIEA (330 μL, 1.9 mmol) was added. The mixture was stirred 1 h at room temperature, when HPLC analysis indicated completion of the coupling reaction. The reaction mixture was added drop-wise with vigorous stirring to 1 N NaOH (10 mL). The precipitated product was collected by filtration, washed with wa...